This data is from the Open Reaction Database (ORD), a public repository of structured organic reaction records. The task is: describe an organic reaction: reactants, conditions, products, and yield Reactants: C(C)(C)NS(=O)(=O)C=1C=C2CC(NC2=CC1)=O (2-Oxo-2,3-dihydro-1H-indole-5-sulfonic acid isopropylamide), O=C1OCCC=2C1=CNC2C=O (4-oxo-2,4,6,7-tetrahydro-pyrano[3,4-c]pyrrole-1-carbaldehyde). Yields the product C(C)(C)NS(=O)(=O)C=1C=C2C(C(NC2=CC1)=O)=CC1=C2C(=CN1)C(OCC2)=O (2-Oxo-3-(4-oxo-2,4,6,7-tetrahydro-pyrano[3,4-c]pyrrol-1-ylmethylene)-2,3-dihydro-1H-indole-5-sulfonic Acid Isopropylamide). As a reaction SMILES: [CH:1]([NH:4][S:5]([C:8]1[CH:9]=[C:10]2[C:14](=[CH:15][CH:16]=1)[NH:13][C:12](=[O:17])[CH2:11]2)(=[O:7])=[O:6])([CH3:3])[CH3:2].[O:18]=[C:19]1[C:24]2=[CH:25][NH:26][C:27]([CH:28]=O)=[C:23]2[CH2:22][CH2:21][O:20]1>>[CH:1]([NH:4][S:5]([C:8]1[CH:9]=[C:10]2[C:14](=[CH:15][CH:16]=1)[NH:13][C:12](=[O:17])[C:11]2=[CH:28][C:27]1[NH:26][CH:25]=[C:24]2[C:19](=[O:18])[O:20][CH2:21][CH2:22][C:23]=12)(=[O:7])=[O:6])([CH3:3])[CH3:2]. Procedure: 2-Oxo-2,3-dihydro-1H-indole-5-sulfonic acid isopropylamide was condensed with 4-oxo-2,4,6,7-tetrahydro-pyrano[3,4-c]pyrrole-1-carbaldehyde to give the title compound. The reactants are [Al+3], C1CCOC1, CCOC(C)=O, [H-], [H-], [H-], [H-], [Li+], N#Cc1c(N)nc(-c2ccccc2)nc1-c1ccc(Cl)cc1Cl, O. The product is NCc1c(N)nc(-c2ccccc2)nc1-c1ccc(Cl)cc1Cl. Reaction SMILES: [Al+3:25].[CH2:37]1[O:38][CH2:39][CH2:40][CH2:41]1.[CH3:31][CH2:32][O:33][C:34](=[O:35])[CH3:36].[H-:24].[H-:27].[H-:28].[H-:29].[Li+:26].[NH2:1][c:2]1[n:3][c:4](-[c:18]2[cH:19][cH:20][cH:21][cH:22][cH:23]2)[n:5][c:6](-[c:10]2[c:11]([Cl:17])[cH:12][c:13]([Cl:16])[cH:14][cH:15]2)[c:7]1[C:8]#[N:9].[OH2:30]>>[NH2:1][c:2]1[n:3][c:4](-[c:18]2[cH:19][cH:20][cH:21][cH:22][cH:23]2)[n:5][c:6](-[c:10]2[c:11]([Cl:17])[cH:12][c:13]([Cl:16])[cH:14][cH:15]2)[c:7]1[CH2:8][NH2:9]. Starting materials: CC1(C)CCC(C)(C)c2cc3[nH]c(S)nc3cc21, ClCc1ccccn1, Cl, [Na+], [OH-], O. The product is CC1(C)CCC(C)(C)c2cc3[nH]c(SCc4ccccn4)nc3cc21. RXN SMILES: [CH3:1][C:2]1([CH3:18])[c:3]2[cH:4][c:5]3[c:6]([nH:7][c:8]([SH:10])[n:9]3)[cH:11][c:12]2[C:13]([CH3:16])([CH3:17])[CH2:14][CH2:15]1.[Cl:22][CH2:23][c:24]1[n:25][cH:26][cH:27][cH:28][cH:29]1.[ClH:21].[Na+:20].[OH-:19].[OH2:30]>>[CH3:1][C:2]1([CH3:18])[c:3]2[cH:4][c:5]3[c:6]([nH:7][c:8]([S:10][CH2:23][c:24]4[n:25][cH:26][cH:27][cH:28][cH:29]4)[n:9]3)[cH:11][c:12]2[C:13]([CH3:16])([CH3:17])[CH2:14][CH2:15]1. Reactants: CCOC(=O)C(=O)OCC, CCO, CC(=O)c1ccc(OC(F)(F)F)cc1, [Na]. The product is CCOC(=O)C(O)=CC(=O)c1ccc(OC(F)(F)F)cc1. As a reaction SMILES: [C:15]([C:16](=[O:17])[O:18][CH2:19][CH3:20])(=[O:21])[O:22][CH2:23][CH3:24].[CH3:26][CH2:27][OH:28].[F:1][C:2]([O:3][c:4]1[cH:5][cH:6][c:7]([C:10]([CH3:11])=[O:12])[cH:8][cH:9]1)([F:13])[F:14].[Na:25]>>[F:1][C:2]([O:3][c:4]1[cH:5][cH:6][c:7]([C:10]([CH:11]=[C:15]([C:16](=[O:17])[O:18][CH2:19][CH3:20])[OH:21])=[O:12])[cH:8][cH:9]1)([F:13])[F:14]. Starting materials: NC=1C(=C(C=C(C1)C(F)(F)F)NS(=O)(=O)C)OC (N-(3-amino-2-methoxy-5-trifluoromethyl-phenyl)-methanesulfonamide), COC(=O)C=1N=NN(C1)C1=C(C=CC(=C1)C(=O)O)C (1-(5-Carboxy-2-methyl-phenyl)-1H-1,2,3-triazole-4-carboxylic acid methyl ester), ON1N=NC2=C1N=CC=C2 (1-hydroxy-7-azabenzotriazole), C(CCl)Cl (EDC). Run in CN(C)C=O (DMF), O (water). Reaction conditions: temperature 10 celsius, time 1 hour. Product: COC(=O)C=1N=NN(C1)C1=C(C=CC(=C1)C(NC1=C(C(=CC(=C1)C(F)(F)F)NS(=O)(=O)C)OC)=O)C (1-[5-(3-methanesulfonylamino-2-methoxy-5-trifluoromethyl-phenylcarbamoyl)-2-methyl-phenyl]-1H-1,2,3-triazole-4-carboxylic acid methyl ester). Isolated yield 5.6%. As a reaction SMILES: [CH3:1][O:2][C:3]([C:5]1[N:6]=[N:7][N:8]([C:10]2[CH:15]=[C:14]([C:16]([OH:18])=O)[CH:13]=[CH:12][C:11]=2[CH3:19])[CH:9]=1)=[O:4].ON1C2N=CC=CC=2N=N1.C(Cl)CCl.[NH2:34][C:35]1[C:36]([O:50][CH3:51])=[C:37]([NH:45][S:46]([CH3:49])(=[O:48])=[O:47])[CH:38]=[C:39]([C:41]([F:44])([F:43])[F:42])[CH:40]=1>CN(C=O)C.O>[CH3:1][O:2][C:3]([C:5]1[N:6]=[N:7][N:8]([C:10]2[CH:15]=[C:14]([C:16](=[O:18])[NH:34][C:35]3[CH:40]=[C:39]([C:41]([F:43])([F:42])[F:44])[CH:38]=[C:37]([NH:45][S:46]([CH3:49])(=[O:48])=[O:47])[C:36]=3[O:50][CH3:51])[CH:13]=[CH:12][C:11]=2[CH3:19])[CH:9]=1)=[O:4]. Procedure: 1-(5-Carboxy-2-methyl-phenyl)-1H-1,2,3-triazole-4-carboxylic acid methyl ester (26 mg, 0.101 mmol) was stirred with 21 mg (0.153 mmol) of 1-hydroxy-7-azabenzotriazole (HOAt) in 1 mL of DMF and 24 mg (0.126 mmol) of EDC was added. After 1 h of stirring at about 10° C., 30 mg (0.106 mmol) of N-(3-amino-2-methoxy-5-trifluoromethyl-phenyl)-methanesulfonamide was added. The mixture was stirred overnight then heated to 60° C. for 6 h. The reaction was then cooled and water was added. The precipitate w...